From a dataset of the Open Reaction Database (ORD), a public repository of structured organic reaction records. describe an organic reaction: reactants, conditions, products, and yield RXN SMILES: [B:19]([Br:20])([Br:21])[Br:22].[CH3:1][O:2][c:3]1[cH:4][c:5]([CH3:18])[c:6](-[n:9]2[n:10][cH:11][c:12]([C:14]([F:15])([F:16])[F:17])[cH:13]2)[cH:7][cH:8]1.[Cl:23][CH2:24][Cl:25]>>[OH:2][c:3]1[cH:4][c:5]([CH3:18])[c:6](-[n:9]2[n:10][cH:11][c:12]([C:14]([F:15])([F:16])[F:17])[cH:13]2)[cH:7][cH:8]1. Reactants: BrB(Br)Br, COc1ccc(-n2cc(C(F)(F)F)cn2)c(C)c1, ClCCl. Yields the product Cc1cc(O)ccc1-n1cc(C(F)(F)F)cn1. Starting materials: IC1=CC=C(C=C1)C1=CN=C(N1)[C@H](C(C)C)N1C(N[C@@H](C1=O)CCC(=O)O)=O (3-((R)-1-{(S)-1-[5-(4-iodo-phenyl)-1H-imidazol-2-yl]-2-methyl-propyl}-2,5-dioxo-imidazolidin-4-yl)-propionic acid), ClN1C(CCC1=O)=O (N-chlorosuccinimide), C(C)(C)(C)OC(=O)N[C@@H](C(=O)O)C1=CC=C(C=C1)OCC(N(C)C)=O ((R)-tert-butoxycarbonylamino-(4-dimethylcarbamoylmethoxy-phenyl)-acetic acid), FC1=C(C=CC(=C1)I)C(CC)=O (1-(2-fluoro-4-iodo-phenyl)-propan-1-one), C(C)(C)(C)OC(=O)N[C@@H](C(=O)O)C1=CC=C(C=C1)OCC(N(C)C)=O ((R)-tert-butoxycarbonylamino-(4-dimethylcarbamoylmethoxy-phenyl)-acetic acid), C(C)(C)(C)OC(=O)N[C@@H](C(=O)O)CC1CC1 ((R)-2-tert-butoxycarbonylamino-3-cyclopropyl-propionic acid). Product: C1(CC1)C[C@@H]1C(N(C(N1)=O)[C@@H]([C@@H](C)C1=CC=CC=C1)C=1NC(=C(N1)C)C1=C(C=C(C=C1)I)F)=O ((R)-5-Cyclopropylmethyl-3-{(1S,2S)-1-[5-(2-fluoro-4-iodo-phenyl)-4-methyl-1H-imidazol-2-yl]-2-phenyl-propyl}-imidazolidine-2,4-dione). Reaction SMILES: IC1C=CC(C2[NH:12][C:11]([C@@H:13]([N:17]3[C:21](=[O:22])[C@@H:20]([CH2:23][CH2:24][C:25](O)=O)[NH:19][C:18]3=[O:28])[CH:14]([CH3:16])[CH3:15])=[N:10]C=2)=CC=1.[F:29][C:30]1[CH:35]=[C:34]([I:36])[CH:33]=[CH:32][C:31]=1[C:37](=O)[CH2:38][CH3:39].C(OC(N[C@H:49]([C:53]1C=CC(OCC(=O)N(C)C)=[CH:55][CH:54]=1)[C:50](O)=O)=O)(C)(C)C.ClN1C(=O)CC[C:68]1=O.C(OC(N[C@H](CC1CC1)C(O)=O)=O)(C)(C)C>>[CH:24]1([CH2:23][C@H:20]2[NH:19][C:18](=[O:28])[N:17]([C@H:13]([C:11]3[NH:10][C:37]([C:31]4[CH:32]=[CH:33][C:34]([I:36])=[CH:35][C:30]=4[F:29])=[C:38]([CH3:39])[N:12]=3)[C@H:14]([C:15]3[CH:55]=[CH:54][CH:53]=[CH:49][CH:50]=3)[CH3:16])[C:21]2=[O:22])[CH2:25][CH2:68]1. Procedure: Prepared by the same method as described in example 1 except that (i) steps A, B and C were omitted; (ii) 1-(2-fluoro-4-iodo-phenyl)-propan-1-one (prepared as described below) was used in place of 1-(2-fluoro-4-iodo-phenyl)-ethanone in step 13-D; (iii) chlorination of the 5-position of the imidazole ring with N-chlorosuccinimide in step 13-F was omitted, and (iv) in step 13-G commercially available (R)-2-tert-butoxycarbonylamino-3-cyclopropyl-propionic acid was used in place of (R)-tert-butoxyca... Reactants: OC=1C=CC=2NC3=CC=CC=C3S(C2C1)(=O)=O (3-hydroxy-10H-phenothiazine-5,5-dioxide), Cl(=O)[O-].[Na+] (sodium chlorite). Solvent: S(O)(O)(=O)=O (sulfuric acid), O (water). Conditions: time 15 minute. The product is OC=1C(C=CC2=NC3=CC=CC=C3S(C12)(=O)=O)=O (4-Hydroxy-3H-phenothiazin-3-one-5,5-dioxide). Isolated yield 94.6%. RXN SMILES: [OH:1][C:2]1[CH:3]=[CH:4][C:5]2[NH:6][C:7]3[C:12]([S:13](=[O:17])(=[O:16])[C:14]=2[CH:15]=1)=[CH:11][CH:10]=[CH:9][CH:8]=3.Cl([O-])=[O:19].[Na+]>S(=O)(=O)(O)O.O>[OH:19][C:15]1[C:2](=[O:1])[CH:3]=[CH:4][C:5]2[C:14]=1[S:13](=[O:17])(=[O:16])[C:12]1[C:7](=[CH:8][CH:9]=[CH:10][CH:11]=1)[N:6]=2 |f:1.2|. Reported procedure: To a suspension of 3-hydroxy-10H-phenothiazine-5,5-dioxide (1.75 g, 7 mmoles) in 2% aqueous sulfuric acid (25 ml) there was added, at room temperature, a solution of 80% sodium chlorite (3.17 g, 28 mmoles) in water (25 ml). The mixture was stirred for 15 minutes, then the red-orange precipitate was filtered to afford crude product (1.73 g). Purification was achieved by crystallization from DMF-methanol, m.p. 266° (dec.).